Dataset: the Open Reaction Database (ORD), a public repository of structured organic reaction records. Task: describe an organic reaction: reactants, conditions, products, and yield Reactants: CCCCCC(=O)Cl, COC(=O)c1ccc(N)cc1, c1ccncc1. The product is CCCCCC(=O)Nc1ccc(C(=O)OC)cc1. Reaction SMILES: [C:12]([CH2:13][CH2:14][CH2:15][CH2:16][CH3:17])(=[O:18])[Cl:19].[NH2:1][c:2]1[cH:3][cH:4][c:5]([C:6](=[O:7])[O:8][CH3:9])[cH:10][cH:11]1.[cH:20]1[cH:21][cH:22][n:23][cH:24][cH:25]1>>[NH:1]([c:2]1[cH:3][cH:4][c:5]([C:6](=[O:7])[O:8][CH3:9])[cH:10][cH:11]1)[C:12]([CH2:13][CH2:14][CH2:15][CH2:16][CH3:17])=[O:18]. Procedure details: While stirring in ice cold conditions, 3-chloroperbenzoic acid (4.20 g, 24.4 mmol) was added to a methylene chloride (10 mL) solution of 4-isopropyl-3-(5-isopropyl-2,4-bis-methoxymethoxyphenyl)-5-methylsulfanyl-4H-[1,2,4]triazole (F63-04, 1.93 g, 4.87 mmol). After stirring at room temperature for 2 hours, the mixture was bring back to ice cold conditions again, and saturated aqueous sodium thiosulfate and then saturated aqueous sodium hydrogencarbonate were added. After stirring for a while, the... Run in C(Cl)Cl (methylene chloride). Yields the product C(C)(C)N1C(=NN=C1S(=O)(=O)C)C1=C(C=C(C(=C1)C(C)C)OCOC)OCOC (4-isopropyl-3-(5-isopropyl-2,4-bis-methoxymethoxyphenyl)-5-methylsulfonyl-4H-[1,2,4]triazole). RXN SMILES: Cl[C:2]1C=CC=C(C(OO)=O)C=1.[CH:12]([N:15]1[C:19](SC)=[N:18][N:17]=[C:16]1[C:22]1[CH:27]=[C:26]([CH:28]([CH3:30])[CH3:29])[C:25]([O:31][CH2:32][O:33][CH3:34])=[CH:24][C:23]=1[O:35][CH2:36][O:37][CH3:38])([CH3:14])[CH3:13].[S:39]([O-:43])([O-])(=[O:41])=S.[Na+].[Na+].C(=O)([O-])O.[Na+]>C(Cl)Cl>[CH:12]([N:15]1[C:19]([S:39]([CH3:2])(=[O:43])=[O:41])=[N:18][N:17]=[C:16]1[C:22]1[CH:27]=[C:26]([CH:28]([CH3:29])[CH3:30])[C:25]([O:31][CH2:32][O:33][CH3:34])=[CH:24][C:23]=1[O:35][CH2:36][O:37][CH3:38])([CH3:13])[CH3:14] |f:2.3.4,5.6|. Reactants: ClC1=CC(=CC=C1)C(=O)OO (3-chloroperbenzoic acid), S(=S)(=O)([O-])[O-].[Na+].[Na+] (sodium thiosulfate), C(O)([O-])=O.[Na+] (sodium hydrogencarbonate), C(C)(C)N1C(=NN=C1SC)C1=C(C=C(C(=C1)C(C)C)OCOC)OCOC (4-isopropyl-3-(5-isopropyl-2,4-bis-methoxymethoxyphenyl)-5-methylsulfanyl-4H-[1,2,4]triazole). The yield is 79.0%. Reaction conditions: time 2 hour.